From a dataset of the Open Reaction Database (ORD), a public repository of structured organic reaction records. describe an organic reaction: reactants, conditions, products, and yield Starting materials: C(CCC)[Li] (n-Butyl lithium), C(C#C)(=O)OCC (ethyl propiolate), C(O)([O-])=O.[Na+] (sodium hydrogen carbonate), C(C)(C)(C)OC(=O)N1[C@H](C(CCC1)=O)C1=CC=CC=C1 ((2S)-1-tert-butoxycarbonyl-2-phenylpiperidin-3-one). The solvent is O1CCCC1 (tetrahydrofuran), C(C)(=O)O (acetic acid), O1CCCC1 (tetrahydrofuran). Reaction conditions: temperature -78 celsius, time 10 minute. Product: C(C)(C)(C)OC(=O)N1[C@H]([C@](CCC1)(O)C#CC(=O)OCC)C1=CC=CC=C1 ((2S,3R)-Ethyl 3-(1-tert-Butoxycarbonyl-3-hydroxy-2-phenylpiperidin-3-yl)propynoate). The yield is 58.9%. Reaction SMILES: C([Li])CCC.[C:6]([O:10][CH2:11][CH3:12])(=[O:9])[C:7]#[CH:8].[C:13]([O:17][C:18]([N:20]1[CH2:25][CH2:24][CH2:23][C:22](=[O:26])[C@@H:21]1[C:27]1[CH:32]=[CH:31][CH:30]=[CH:29][CH:28]=1)=[O:19])([CH3:16])([CH3:15])[CH3:14].C(=O)([O-])O.[Na+]>O1CCCC1.C(O)(=O)C>[C:13]([O:17][C:18]([N:20]1[CH2:25][CH2:24][CH2:23][C@:22]([C:8]#[C:7][C:6]([O:10][CH2:11][CH3:12])=[O:9])([OH:26])[C@@H:21]1[C:27]1[CH:32]=[CH:31][CH:30]=[CH:29][CH:28]=1)=[O:19])([CH3:16])([CH3:14])[CH3:15] |f:3.4|. Procedure details: n-Butyl lithium (2.28 ml, 1.6M solution in hexanes, 3.64 mmol) was added slowly to a cooled (-78° C.) solution of ethyl propiolate (0.370 ml, 3.64 mmol) in tetrahydrofuran (10 ml). the soluton was stirred for 10 min. at -78° C. after addition was complete then (2S)-1-tert-butoxycarbonyl-2-phenylpiperidin-3-one (Description 1, 1,0 g, 3.64 mmol) in tetrahydrofuran (10 ml) was added, the temperature being maintained below -75° C. The mixture was stirred for a further 10 min, then warmed to -60° C. ... Reactants: [H-].COCCO[Al+]OCCOC.[Na+].[H-] (sodium bis-(2-methoxyethoxy)aluminum hydride), Cl (hydrochloric acid), ClC1=C2C(C3(C(C2=CC(=C1C)O)=O)CCCC3)=O (4'-chloro-5'-methyl-6'-hydroxyspiro(cyclopentane-1,2'-indan)-1',3'-dione), solution. The solvent is O1CCCC1 (tetrahydrofuran), C1=CC=CC=C1 (benzene). Run at temperature 25 celsius. The product is ClC1=C2C(C3(C(C2=CC(=C1C)O)O)CCCC3)O (4'-chloro-5'-methylspiro(cyclopentane-1,2'-indan)-1',3',6'-triol). As a reaction SMILES: [Cl:1][C:2]1[C:10]([CH3:11])=[C:9]([OH:12])[CH:8]=[C:7]2[C:3]=1[C:4](=[O:18])[C:5]1([CH2:17][CH2:16][CH2:15][CH2:14]1)[C:6]2=[O:13].[H-].COCCO[Al+]OCCOC.[Na+].[H-].Cl>O1CCCC1.C1C=CC=CC=1>[Cl:1][C:2]1[C:10]([CH3:11])=[C:9]([OH:12])[CH:8]=[C:7]2[C:3]=1[CH:4]([OH:18])[C:5]1([CH2:17][CH2:16][CH2:15][CH2:14]1)[CH:6]2[OH:13] |f:1.2.3.4|. Procedure details: A solution of 4'-chloro-5'-methyl-6'-hydroxyspiro(cyclopentane-1,2'-indan)-1',3'-dione (4.0 g., 0.015 mole) in tetrahydrofuran (100 ml.) is cooled to 15° C. and treated over 5 minutes with a solution of sodium bis-(2-methoxyethoxy)aluminum hydride (10 ml. of a 70% solution in benzene). The reaction is stirred one-half hour at 25° C., cooled to 10° C. and slowly treated with 20% aqueous hydrochloric acid until acidic. The organic phase is evaporated to an oil, dissolved in ether, washed with wate... Starting materials: C[Si](OC(C(C(F)(F)F)(Cl)Cl)N(C)C)(C)C (1-(trimethylsiloxy)-2,2-dichloro-3,3,3-trifluoro-N,N-dimethyl propylamine), S(O)(O)(=O)=O (sulfuric acid). Product: ClC(C=O)(C(F)(F)F)Cl (2,2-dichloro-3,3,3-trifluoropropionaldehyde). As a reaction SMILES: C[Si](C)(C)[O:3][CH:4](N(C)C)[C:5]([Cl:11])([Cl:10])[C:6]([F:9])([F:8])[F:7].S(=O)(=O)(O)O>>[Cl:10][C:5]([Cl:11])([C:6]([F:9])([F:8])[F:7])[CH:4]=[O:3]. Procedure details: This compound may be prepared by reacting a dimethylformamide solution of 1,1,1-trichloro-2,2,2-trifluoromethane with chlorotrimethylsilane in the presence of zinc, forming 1-(trimethylsiloxy)-2,2-dichloro-3,3,3-trifluoro-N,N-dime thylpropylamine. The 1-(trimethylsiloxy)-2,2-dichloro-3,3,3-trifluoro-N,N-dimethyl propylamine is reacted with sulfuric acid to form 2,2-dichloro-3,3,3-trifluoropropionaldehyde. The 2,2-dichloro-3,3,3-trifluoropropionaldehyde is then reacted with sulfur tetrafluoride t... Reactants: CS(=O)(=O)c1ccc(CCCO)cc1, CO, ClCCl, [Mg+2], O=C(OCc1ccccc1)N1CCN(CC2CCCNC2)CC1, [O-][I+3]([O-])([O-])[O-], O=S(=O)([O-])[O-]. Yields the product CS(=O)(=O)c1ccc(CCCN2CCCC(CN3CCN(C(=O)OCc4ccccc4)CC3)C2)cc1. Reaction SMILES: [CH3:1][S:2](=[O:3])(=[O:4])[c:5]1[cH:6][cH:7][c:8]([CH2:11][CH2:12][CH2:13][OH:14])[cH:9][cH:10]1.[CH3:52][OH:53].[Cl:49][CH2:50][Cl:51].[Mg+2:43].[NH:20]1[CH2:21][CH:22]([CH2:26][N:27]2[CH2:28][CH2:29][N:30]([C:33](=[O:34])[O:35][CH2:36][c:37]3[cH:38][cH:39][cH:40][cH:41][cH:42]3)[CH2:31][CH2:32]2)[CH2:23][CH2:24][CH2:25]1.[O-:15][I+3:16]([O-:17])([O-:18])[O-:19].[O-:44][S:45](=[O:46])(=[O:47])[O-:48]>>[CH3:1][S:2](=[O:3])(=[O:4])[c:5]1[cH:6][cH:7][c:8]([CH2:11][CH2:12][CH2:13][N:20]2[CH2:21][CH:22]([CH2:26][N:27]3[CH2:28][CH2:29][N:30]([C:33](=[O:34])[O:35][CH2:36][c:37]4[cH:38][cH:39][cH:40][cH:41][cH:42]4)[CH2:31][CH2:32]3)[CH2:23][CH2:24][CH2:25]2)[cH:9][cH:10]1. The reactants are 1.1E, C(CC)(=O)Cl (propionyl chloride), compound, FC1=CC=C(C=C1)C1=CC2=C(N(C3=CC=CC=C23)C)N(C1=O)C (3-(4-fluorophenyl)-1,9-dimethyl-1,9-dihydropyrido[2,3-b]indol-2-one). Product: FC1=CC=C(C=C1)C1=CC2=C(N(C3=CC=C(C=C23)C(CC)=O)C)N(C1=O)C (3-(4-Fluorophenyl)-1,9-dimethyl-6-propionyl-1,9-dihydropyrido[2,3-b]indol-2-one). As a reaction SMILES: [F:1][C:2]1[CH:7]=[CH:6][C:5]([C:8]2[C:21](=[O:22])[N:20]([CH3:23])[C:11]3[N:12]([CH3:19])[C:13]4[C:18]([C:10]=3[CH:9]=2)=[CH:17][CH:16]=[CH:15][CH:14]=4)=[CH:4][CH:3]=1.[C:24](Cl)(=[O:27])[CH2:25][CH3:26]>>[F:1][C:2]1[CH:3]=[CH:4][C:5]([C:8]2[C:21](=[O:22])[N:20]([CH3:23])[C:11]3[N:12]([CH3:19])[C:13]4[C:18]([C:10]=3[CH:9]=2)=[CH:17][C:16]([C:24](=[O:27])[CH2:25][CH3:26])=[CH:15][CH:14]=4)=[CH:6][CH:7]=1. Procedure: The process is carried out as indicated in preparation 1.1E above, with compound from Example 63A, 3-(4-fluorophenyl)-1,9-dimethyl-1,9-dihydropyrido[2,3-b]indol-2-one and propionyl chloride Starting materials: C1CCOC1, CCOC(=O)CC(Cc1ccc(O)cc1)c1cccc(F)c1, CC(C)OC(=O)N=NC(=O)OC(C)C, c1ccc(P(c2ccccc2)c2ccccc2)cc1, OCCc1ccc2c(n1)NCCC2. Product: CCOC(=O)CC(Cc1ccc(OCCc2ccc3c(n2)NCCC3)cc1)c1cccc(F)c1. As a reaction SMILES: [CH2:69]1[O:70][CH2:71][CH2:72][CH2:73]1.[F:15][c:16]1[cH:17][c:18]([CH:22]([CH2:23][C:24](=[O:25])[O:26][CH2:27][CH3:28])[CH2:29][c:30]2[cH:31][cH:32][c:33]([OH:36])[cH:34][cH:35]2)[cH:19][cH:20][cH:21]1.[O:1]=[C:2]([O:3][CH:4]([CH3:5])[CH3:6])[N:7]=[N:8][C:9]([O:10][CH:11]([CH3:12])[CH3:13])=[O:14].[c:50]1([P:51]([c:52]2[cH:53][cH:54][cH:55][cH:56][cH:57]2)[c:58]2[cH:59][cH:60][cH:61][cH:62][cH:63]2)[cH:64][cH:65][cH:66][cH:67][cH:68]1.[n:37]1[c:38]([CH2:47][CH2:48][OH:49])[cH:39][cH:40][c:41]2[c:46]1[NH:45][CH2:44][CH2:43][CH2:42]2>>[F:15][c:16]1[cH:17][c:18]([CH:22]([CH2:23][C:24](=[O:25])[O:26][CH2:27][CH3:28])[CH2:29][c:30]2[cH:31][cH:32][c:33]([O:36][CH2:48][CH2:47][c:38]3[n:37][c:46]4[c:41]([cH:40][cH:39]3)[CH2:42][CH2:43][CH2:44][NH:45]4)[cH:34][cH:35]2)[cH:19][cH:20][cH:21]1. Yields the product CCOC(=O)CN1CCC(n2nc(-c3c(-c4ccccc4)nn4ccccc34)ccc2=O)C1=O. As a reaction SMILES: [Br:31][CH2:32][C:33](=[O:34])[O:35][CH2:36][CH3:37].[CH3:39][N:40]([CH3:41])[CH:42]=[O:43].[H-:29].[Na+:30].[O:1]=[C:2]1[NH:3][CH2:4][CH2:5][CH:6]1[n:7]1[n:8][c:9](-[c:14]2[c:15](-[c:23]3[cH:24][cH:25][cH:26][cH:27][cH:28]3)[n:16][n:17]3[c:18]2[cH:19][cH:20][cH:21][cH:22]3)[cH:10][cH:11][c:12]1=[O:13].[OH2:38]>>[O:1]=[C:2]1[N:3]([CH2:32][C:33](=[O:34])[O:35][CH2:36][CH3:37])[CH2:4][CH2:5][CH:6]1[n:7]1[n:8][c:9](-[c:14]2[c:15](-[c:23]3[cH:24][cH:25][cH:26][cH:27][cH:28]3)[n:16][n:17]3[c:18]2[cH:19][cH:20][cH:21][cH:22]3)[cH:10][cH:11][c:12]1=[O:13]. The reactants are CCOC(=O)CBr, CN(C)C=O, [H-], [Na+], O=C1NCCC1n1nc(-c2c(-c3ccccc3)nn3ccccc23)ccc1=O, O.